Dataset: the Open Reaction Database (ORD), a public repository of structured organic reaction records. Task: describe an organic reaction: reactants, conditions, products, and yield Starting materials: ClCC=O (Chloroacetaldehyde), BrC1=C(N=NC(=C1CC)Cl)N (4-bromo-6-chloro-5-ethylpyridazin-3-amine), CCOC=1C=CC(=CC1)N (p-Phenetidine). Run in CCO (EtOH). Reaction conditions: temperature 50 celsius. Yields the product BrC=1C=2N(N=C(C1CC)Cl)C=CN2 (8-bromo-6-chloro-7-ethylimidazo[1,2-b]pyridazine), Cl (HCl). The yield is 376.5%. RXN SMILES: [Cl:1][CH2:2][CH:3]=O.[Br:5][C:6]1[C:11]([CH2:12][CH3:13])=[C:10]([Cl:14])[N:9]=[N:8][C:7]=1[NH2:15].CCOC1C=CC(N)=CC=1>CCO>[Br:5][C:6]1[C:7]2[N:8]([CH:2]=[CH:3][N:15]=2)[N:9]=[C:10]([Cl:14])[C:11]=1[CH2:12][CH3:13].[ClH:1]. Procedure: Chloroacetaldehyde (17.26 ml, 0.111 mol, 50% in H2O) was added to a solution of crude 4-bromo-6-chloro-5-ethylpyridazin-3-amine (5.23 g, 0.022 mol) from 1c in EtOH (30 mL). The mixture was heated in a sealed vial at 50° C. for 24 h. Solvent was removed in vacuo and the solid was resuspended in acetone/Et2O (1/1, 5 mL), filtered, and then washed with Et2O to give 8-bromo-6-chloro-7-ethylimidazo[1,2-b]pyridazine as an HCl salt (3.02 g, >80% pure). LC/MS, m/e 260 (M+1). HPLC Rt, 2.68 min. Waters Su... Reactants: C(CCC)O (1-butanol), C(C)OC([C@@H]([C@@H](CC1=C(C=CC=C1)Cl)N)O)=O ((2R,3R)-3-Amino-4-(2-chloro-phenyl)-2-hydroxy-butyric acid ethyl ester), Cl (HCl). Conditions: temperature 70 celsius. Product: C(CCC)OC([C@@H]([C@@H](CC1=C(C=CC=C1)Cl)N)O)=O ((2R,3R)-3-amino-4-(2-chloro-phenyl)-2-hydroxy-butyric Acid Butyl Ester), Cl (HCl). RXN SMILES: [CH2:1]([O:3][C:4](=[O:17])[C@H:5]([OH:16])[C@H:6]([NH2:15])[CH2:7][C:8]1[CH:13]=[CH:12][CH:11]=[CH:10][C:9]=1[Cl:14])[CH3:2].[ClH:18].[CH2:19](O)[CH2:20]CC>>[CH2:1]([O:3][C:4](=[O:17])[C@H:5]([OH:16])[C@H:6]([NH2:15])[CH2:7][C:8]1[CH:13]=[CH:12][CH:11]=[CH:10][C:9]=1[Cl:14])[CH2:2][CH2:19][CH3:20].[ClH:18]. Reported procedure: (2R,3R)-3-Amino-4-(2-chloro-phenyl)-2-hydroxy-butyric acid ethyl ester (100 mg, 0.4 mmol) was combined with 1-butanol (5 mL) and concentrated HCl (1 mL) and heated at 70° C. for 24 hours. Excess solvent was removed to yield the title compound as an HCl salt. Reactants: COC1=C(C=C2C(=N1)C(=CN2C)C2=CC=1C(=NC=CC1CNCC1=CC=C(C=C1)N1CCOCC1)N2S(=O)(=O)C2=CC=C(C=C2)C)OC ([2-(5,6-dimethoxy-1-methyl-1H-pyrrolo[3,2-b]pyridin-3-yl)-1-(toluene-4-sulfonyl)-1H-pyrrolo[2,3-b]pyridin-4-ylmethyl]-(4-morpholin-4-yl-benzyl)amine), [OH-].[K+] (potassium hydroxide). Product: COC1=C(C=C2C(=N1)C(=CN2C)C2=CC=1C(=NC=CC1CNCC1=CC=C(C=C1)N1CCOCC1)N2)OC ([2-(5,6-dimethoxy-1-methyl-1H-pyrrolo[3,2-b]pyridin-3-yl)-1H-pyrrolo[2,3-b]pyridin-4-ylmethyl]-(4-morpholin-4-yl-benzyl)amine). Isolated yield 56.4%. Reaction SMILES: [CH3:1][O:2][C:3]1[N:8]=[C:7]2[C:9]([C:13]3[N:36](S(C4C=CC(C)=CC=4)(=O)=O)[C:16]4=[N:17][CH:18]=[CH:19][C:20]([CH2:21][NH:22][CH2:23][C:24]5[CH:29]=[CH:28][C:27]([N:30]6[CH2:35][CH2:34][O:33][CH2:32][CH2:31]6)=[CH:26][CH:25]=5)=[C:15]4[CH:14]=3)=[CH:10][N:11]([CH3:12])[C:6]2=[CH:5][C:4]=1[O:47][CH3:48].[OH-].[K+]>>[CH3:1][O:2][C:3]1[N:8]=[C:7]2[C:9]([C:13]3[NH:36][C:16]4=[N:17][CH:18]=[CH:19][C:20]([CH2:21][NH:22][CH2:23][C:24]5[CH:25]=[CH:26][C:27]([N:30]6[CH2:31][CH2:32][O:33][CH2:34][CH2:35]6)=[CH:28][CH:29]=5)=[C:15]4[CH:14]=3)=[CH:10][N:11]([CH3:12])[C:6]2=[CH:5][C:4]=1[O:47][CH3:48] |f:1.2|. Procedure details: The product is prepared by following the procedure described in example 34, stage (k), starting with 0.03 g of [2-(5,6-dimethoxy-1-methyl-1H-pyrrolo[3,2-b]pyridin-3-yl)-1-(toluene-4-sulfonyl)-1H-pyrrolo[2,3-b]pyridin-4-ylmethyl]-(4-morpholin-4-yl-benzyl)amine instead of the cyclopropyl-[2-(5,6-dimethoxy-1-methyl-1H-pyrrolo[3,2-b]pyridin-3-yl)-1-(toluene-4-sulfonyl)-1H-pyrrolo[2,3-b]pyridin-4-ylmethyl]amine used in example 34, stage (k) and 0.18 cm3 of 5N potassium hydroxide. 0.013 g of [2-(5,6-d... Solvent: O1CCOCC1 (1,4-dioxane). Reaction conditions: temperature 80 celsius. Starting materials: BrC=1C=C(C=NC1)C(C(=O)OC)(C)C (methyl 2-(5-bromopyridin-3-yl)-2-methylpropanoate), B1(OC(C(O1)(C)C)(C)C)B2OC(C(O2)(C)C)(C)C (bis(pinacolato)diboron), C1(CCCCC1)P(C1CCCCC1)C1CCCCC1 (tricyclohexylphosphine), C(C)(=O)[O-].[K+] (potassium acetate). As a reaction SMILES: Br[C:2]1[CH:3]=[C:4]([C:8]([CH3:14])([CH3:13])[C:9]([O:11][CH3:12])=[O:10])[CH:5]=[N:6][CH:7]=1.[B:15]1(B2OC(C)(C)C(C)(C)O2)[O:19]C(C)(C)C(C)(C)[O:16]1.C1(P(C2CCCCC2)C2CCCCC2)CCCCC1.C([O-])(=O)C.[K+]>C1C=CC(/C=C/C(/C=C/C2C=CC=CC=2)=O)=CC=1.C1C=CC(/C=C/C(/C=C/C2C=CC=CC=2)=O)=CC=1.C1C=CC(/C=C/C(/C=C/C2C=CC=CC=2)=O)=CC=1.[Pd].[Pd].O1CCOCC1>[CH3:12][O:11][C:9](=[O:10])[C:8]([C:4]1[CH:3]=[C:2]([B:15]([OH:19])[OH:16])[CH:7]=[N:6][CH:5]=1)([CH3:14])[CH3:13] |f:3.4,5.6.7.8.9|. Reagents/catalysts: C=1C=CC(=CC1)/C=C/C(=O)/C=C/C2=CC=CC=C2.C=1C=CC(=CC1)/C=C/C(=O)/C=C/C2=CC=CC=C2.C=1C=CC(=CC1)/C=C/C(=O)/C=C/C2=CC=CC=C2.[Pd].[Pd] (tris(dibenzylideneacetone)dipalladium). Product: COC(C(C)(C)C=1C=C(C=NC1)B(O)O)=O ([5-(1-methoxy-2-methyl-1-oxopropan-2-yl)pyridin-3-yl]boronic acid). Reported procedure: To a vial containing the title compound from Example 53 Step H (0.10 g, 0.39 mmol), bis(pinacolato)diboron (0.12 g, 0.47 mmol), tris(dibenzylideneacetone)dipalladium (0) (0.035 g, 0.039 mmol), tricyclohexylphosphine (0.022 g, 0.077 mmol) and potassium acetate (0.114 g, 1.16 mmol) was added 1,4-dioxane (3.9 mL). The reaction was heated to 80° C. for 16 hours. It was then cooled to room temperature, passed through a syringe filter, and concentrated under reduced pressure to afford the title compou...